Dataset: the Open Reaction Database (ORD), a public repository of structured organic reaction records. Task: describe an organic reaction: reactants, conditions, products, and yield Reactants: FC1=C(C=CC=C1)N1N=NC(=C1CCCCOC)C(=O)N([C@@H]1CN(C[C@@H](C1)C(=O)N1CCOCC1)C(=O)OC(C)(C)C)CC(C)C (tert-Butyl (3S,5R)-3-[{[1-(2-fluorophenyl)-5-(4-methoxybutyl)-1H-1,2,3-triazol-4-yl]carbonyl}(2-methylpropyl)amino]-5-(morpholin-4-ylcarbonyl)piperidine-1-carboxylate), C(C)(=O)OCC.Cl (hydrogen chloride-ethyl acetate). The solvent is C(C)(=O)OCC (ethyl acetate). Run at time 1 hour. Product: Cl.FC1=C(C=CC=C1)N1N=NC(=C1CCCCOC)C(=O)N([C@@H]1CNC[C@@H](C1)C(=O)N1CCOCC1)CC(C)C (1-(2-fluorophenyl)-5-(4-methoxybutyl)-N-(2-methylpropyl)-N-[(3S,5R)-5-(morpholin-4-ylcarbonyl)piperidin-3-yl]-1H-1,2,3-triazole-4-carboxamide hydrochloride). Reaction SMILES: [F:1][C:2]1[CH:7]=[CH:6][CH:5]=[CH:4][C:3]=1[N:8]1[C:12]([CH2:13][CH2:14][CH2:15][CH2:16][O:17][CH3:18])=[C:11]([C:19]([N:21]([CH2:43][CH:44]([CH3:46])[CH3:45])[C@H:22]2[CH2:27][C@@H:26]([C:28]([N:30]3[CH2:35][CH2:34][O:33][CH2:32][CH2:31]3)=[O:29])[CH2:25][N:24](C(OC(C)(C)C)=O)[CH2:23]2)=[O:20])[N:10]=[N:9]1.C(OCC)(=O)C.[ClH:53]>C(OCC)(=O)C>[ClH:53].[F:1][C:2]1[CH:7]=[CH:6][CH:5]=[CH:4][C:3]=1[N:8]1[C:12]([CH2:13][CH2:14][CH2:15][CH2:16][O:17][CH3:18])=[C:11]([C:19]([N:21]([CH2:43][CH:44]([CH3:46])[CH3:45])[C@H:22]2[CH2:27][C@@H:26]([C:28]([N:30]3[CH2:35][CH2:34][O:33][CH2:32][CH2:31]3)=[O:29])[CH2:25][NH:24][CH2:23]2)=[O:20])[N:10]=[N:9]1 |f:1.2,4.5|. Procedure details: tert-Butyl (3S,5R)-3-[{[1-(2-fluorophenyl)-5-(4-methoxybutyl)-1H-1,2,3-triazol-4-yl]carbonyl}(2-methylpropyl)amino]-5-(morpholin-4-ylcarbonyl)piperidine-1-carboxylate (85 mg) was dissolved in ethyl acetate (0.5 ml), 4N hydrogen chloride-ethyl acetate solution (0.5 ml) was added, and the mixture was stirred at room temperature for 1 hr. The solvent was evaporated under reduced pressure, and the residue was dried under reduced pressure to give the object product (70 mg). Starting materials: [H][H] (hydrogen), 115, ClC1=C(C(=CC=C1)[N+](=O)[O-])NCCCO (3-[(2-chloro-6-nitrophenyl)amino]-1-propanol). The reagents and catalysts are [Ni] (Raney-nickel). The solvent is C(C)O (ethanol). Yields the product 20, NC1=C(C(=CC=C1)Cl)NCCCO (3-[(2-amino-6-chlorophenyl)amino]-1-propanol). Isolated yield 20.0%. As a reaction SMILES: [Cl:1][C:2]1[CH:7]=[CH:6][CH:5]=[C:4]([N+:8]([O-])=O)[C:3]=1[NH:11][CH2:12][CH2:13][CH2:14][OH:15].[H][H]>[Ni].C(O)C>[NH2:8][C:4]1[CH:5]=[CH:6][CH:7]=[C:2]([Cl:1])[C:3]=1[NH:11][CH2:12][CH2:13][CH2:14][OH:15]. Reported procedure: A mixture of 115 parts of 3-[(2-chloro-6-nitrophenyl)amino]-1-propanol and 400 parts of ethanol is hydrogenated at normal pressure and at room temperature with 12 parts of a Raney-nickel catalyst. After the calculated amount of hydrogen is taken up, the catalyst is filtered off and the filtrate is evaporated. The residue is purified by column-chromatography over silica gel using a mixture of trichloromethane and 5% of methanol as eluent. The pure fractions are collected and the eluent is evapora... Reactants: BrC1=CC=C(C=C1)SCCCCOC=1C=C2C=CC(NC2=CC1)=O (6-[4-(4-bromophenyl-mercapto)-butoxy]-carbostyril), OO (hydrogen peroxide). Yields the product BrC1=CC=C(C=C1)S(=O)CCCCOC=1C=C2C=CC(NC2=CC1)=O (6-[4-(4-Bromophenyl-sulfinyl)-butoxy]-carbostyril). RXN SMILES: [Br:1][C:2]1[CH:7]=[CH:6][C:5]([S:8][CH2:9][CH2:10][CH2:11][CH2:12][O:13][C:14]2[CH:15]=[C:16]3[C:21](=[CH:22][CH:23]=2)[NH:20][C:19](=[O:24])[CH:18]=[CH:17]3)=[CH:4][CH:3]=1.[OH:25]O>>[Br:1][C:2]1[CH:7]=[CH:6][C:5]([S:8]([CH2:9][CH2:10][CH2:11][CH2:12][O:13][C:14]2[CH:15]=[C:16]3[C:21](=[CH:22][CH:23]=2)[NH:20][C:19](=[O:24])[CH:18]=[CH:17]3)=[O:25])=[CH:4][CH:3]=1. Procedure: Prepared analogous to Example 123 from 6-[4-(4-bromophenyl-mercapto)-butoxy]-carbostyril and hydrogen peroxide.